This data is from the Open Reaction Database (ORD), a public repository of structured organic reaction records. The task is: describe an organic reaction: reactants, conditions, products, and yield Reactants: [Cl-].[NH4+] (ammonium chloride), C(CCC)[Sn](CCCC)(CCCC)Cl (Tri-n-butylstannyl chloride), C[Si](C)(C)[N-][Si](C)(C)C.[Li+].C1CCOC1 (lithiumbis(trimethylsilyl)amide THF), [N+](=O)([O-])C1=CC=C(COC(=O)NCCCSC=2N=CN3C2SC=C3)C=C1 (7-[3-(4-nitrobenzyloxycarbonyl)aminopropyl]thioimidazo[5,1-b]thiazole). The solvent is C1CCOC1 (THF). Conditions: time 1 hour. Yields the product [N+](=O)([O-])C1=CC=C(COC(=O)NCCCSC=2N=CN3C2SC(=C3)[Sn](CCCC)(CCCC)CCCC)C=C1 (7-[3-(4-Nitrobenzyloxycarbonyl)aminopropyl]thio-2-(tri-n-butylstannyl)imidazo[5,1-b]thiazole). As a reaction SMILES: [CH2:1]([Sn:5](Cl)([CH2:10][CH2:11][CH2:12][CH3:13])[CH2:6][CH2:7][CH2:8][CH3:9])[CH2:2][CH2:3][CH3:4].C[Si]([N-][Si](C)(C)C)(C)C.[Li+].C1COCC1.[N+:30]([C:33]1[CH:55]=[CH:54][C:36]([CH2:37][O:38][C:39]([NH:41][CH2:42][CH2:43][CH2:44][S:45][C:46]2[N:47]=[CH:48][N:49]3[CH:53]=[CH:52][S:51][C:50]=23)=[O:40])=[CH:35][CH:34]=1)([O-:32])=[O:31].[Cl-].[NH4+]>C1COCC1>[N+:30]([C:33]1[CH:34]=[CH:35][C:36]([CH2:37][O:38][C:39]([NH:41][CH2:42][CH2:43][CH2:44][S:45][C:46]2[N:47]=[CH:48][N:49]3[CH:53]=[C:52]([Sn:5]([CH2:10][CH2:11][CH2:12][CH3:13])([CH2:6][CH2:7][CH2:8][CH3:9])[CH2:1][CH2:2][CH2:3][CH3:4])[S:51][C:50]=23)=[O:40])=[CH:54][CH:55]=1)([O-:32])=[O:31] |f:1.2.3,5.6|. Procedure: Tri-n-butylstannyl chloride (1.21 ml) and 9.47 ml of a 1.0 N lithiumbis(trimethylsilyl)amide/THF solution were added to a solution of 1.11 g of 7-[3-(4-nitrobenzyloxycarbonyl)aminopropyl]thioimidazo[5,1-b]thiazole in 28 ml of THF at −45° C. under an argon atmosphere, and the mixture was stirred for one hr. An aqueous ammonium chloride solution was added to the reaction solution, and the mixture was extracted with ethyl acetate, followed by washing with brine. The organic layer was dried over anh... The reactants are C1CCOC1, CNC(C)=O, Fc1ccc(CBr)cc1, [H-], [Na+], O. Yields the product CC(=O)N(C)Cc1ccc(F)cc1. As a reaction SMILES: [CH2:18]1[O:19][CH2:20][CH2:21][CH2:22]1.[CH3:3][NH:4][C:5]([CH3:6])=[O:7].[F:8][c:9]1[cH:10][cH:11][c:12]([CH2:13][Br:14])[cH:15][cH:16]1.[H-:2].[Na+:1].[OH2:17]>>[CH3:3][N:4]([C:5]([CH3:6])=[O:7])[CH2:13][c:12]1[cH:11][cH:10][c:9]([F:8])[cH:16][cH:15]1. Starting materials: ClCC(CC(=O)OCC)=O (ethyl 4-chloroacetoacetate), NC1=NC(=CC=C1)N (2,6-diaminopyridine), P(O)(O)(O)=O (phosphoric acid), ice water, N (ammonia). Conditions: temperature 90 celsius, time 3 hour. Product: NC1=NC2=NC(=CC(=C2C=C1)CCl)O (2-Amino-5-chloromethyl-7-hydroxy-1,8-naphthyridine). Isolated yield 54.4%. As a reaction SMILES: [Cl:1][CH2:2][C:3](=O)[CH2:4][C:5]([O:7]CC)=O.[NH2:11][C:12]1[CH:17]=[CH:16][CH:15]=[C:14]([NH2:18])[N:13]=1.P(=O)(O)(O)O.N>>[NH2:18][C:14]1[CH:15]=[CH:16][C:17]2[C:12](=[N:11][C:5]([OH:7])=[CH:4][C:3]=2[CH2:2][Cl:1])[N:13]=1. Procedure: 32.9 g (0.2 mol) of ethyl 4-chloroacetoacetate is dripped into a suspension of 21.8 g (0.2 mol) of 2,6-diaminopyridine in 100 ml of 85% strength phosphoric acid. The reaction mixture is stirred for 3 hours at 90° C., cooled and poured into ice water, followed by neutralization with concentrated aqueous ammonia solution. The precipitate is suction filtered, stirred into water again and finally boiled with acetonitrile. 22.8 g (54%) of the title compound is obtained; m.p.: >280° C. Starting materials: CC(C)([O-])C.[Na+] (sodium tertiary butoxide), C(CCC)C1=CC=C(C=C1)NC1=CC=C(C=C1)CCCC (bis(4-butylphenyl) amine), BrC1=CC=C(C=C1)N(C1=CC=C(C=C1)Br)C1=CC=C(C=C1)Br (tris-(4-bromophenyl)amine). The reagents and catalysts are C=1C=CC(=CC1)/C=C/C(=O)/C=C/C2=CC=CC=C2.C=1C=CC(=CC1)/C=C/C(=O)/C=C/C2=CC=CC=C2.C=1C=CC(=CC1)/C=C/C(=O)/C=C/C2=CC=CC=C2.[Pd].[Pd] (tris(dibenzylideneacetone)dipalladium), C1(=CC=CC=C1)P(C1=CC=CC=C1)[C-]1C=CC=C1.[CH-]1C=CC=C1.[Fe+2] (diphenylphosphinoferrocene). Solvent: C1(=CC=CC=C1)C (toluene). Conditions: time 10 minute. Yields the product BrC1=CC=C(C=C1)N(C1=CC=C(C=C1)N(C1=CC=C(C=C1)CCCC)C1=CC=C(C=C1)CCCC)C1=CC=C(C=C1)Br (N,N-bis(4-bromophenyl)-N′,N′-bis(4-butylphenyl)-1,4-phenylenediamine), aromatic amine. Yield: 24.0%. Reaction SMILES: CC(C)([O-])C.[Na+].Br[C:8]1[CH:13]=[CH:12][C:11]([N:14]([C:22]2[CH:27]=[CH:26][C:25]([Br:28])=[CH:24][CH:23]=2)[C:15]2[CH:20]=[CH:19][C:18]([Br:21])=[CH:17][CH:16]=2)=[CH:10][CH:9]=1.[CH2:29]([C:33]1[CH:38]=[CH:37][C:36]([NH:39][C:40]2[CH:45]=[CH:44][C:43]([CH2:46][CH2:47][CH2:48][CH3:49])=[CH:42][CH:41]=2)=[CH:35][CH:34]=1)[CH2:30][CH2:31][CH3:32]>C1C=CC(/C=C/C(/C=C/C2C=CC=CC=2)=O)=CC=1.C1C=CC(/C=C/C(/C=C/C2C=CC=CC=2)=O)=CC=1.C1C=CC(/C=C/C(/C=C/C2C=CC=CC=2)=O)=CC=1.[Pd].[Pd].C1(P([C-]2C=CC=C2)C2C=CC=CC=2)C=CC=CC=1.[CH-]1C=CC=C1.[Fe+2].C1(C)C=CC=CC=1>[Br:21][C:18]1[CH:19]=[CH:20][C:15]([N:14]([C:22]2[CH:27]=[CH:26][C:25]([Br:28])=[CH:24][CH:23]=2)[C:11]2[CH:12]=[CH:13][C:8]([N:39]([C:40]3[CH:41]=[CH:42][C:43]([CH2:46][CH2:47][CH2:48][CH3:49])=[CH:44][CH:45]=3)[C:36]3[CH:35]=[CH:34][C:33]([CH2:29][CH2:30][CH2:31][CH3:32])=[CH:38][CH:37]=3)=[CH:9][CH:10]=2)=[CH:16][CH:17]=1 |f:0.1,4.5.6.7.8,9.10.11|. Reported procedure: Under an inert atmosphere, in a 300 mL three-necked flask, 0.24 g (0.27 mmol) of tris(dibenzylideneacetone)dipalladium, 0.22 g (0.4 mmol) of diphenylphosphinoferrocene, 2.56 g (26.7 mmol) of sodium tertiary butoxide and 125 mL of toluene were charged, followed by stirring at room temperature for 10 minutes. Subsequently, 12.9 g (26.7 mmol) of tris-(4-bromophenyl)amine was charged, followed by stirring at room temperature for 10 minutes. Thereafter, 5 g (17.8 mmol) of bis(4-butylphenyl) amine was... Reactants: ClC1=NC=C(C=C1)C=CC(=O)OCC (ethyl β-(2-chloropyridin-5-yl)acrylate). Solvent: C(C)O (ethanol). The product is ClC1=NC=C(C=C1)CCC(=O)OCC (ethyl 3-(2-chloropyridin-5-yl)propionate). Yield: 79.9%. As a reaction SMILES: [Cl:1][C:2]1[CH:7]=[CH:6][C:5]([CH:8]=[CH:9][C:10]([O:12][CH2:13][CH3:14])=[O:11])=[CH:4][N:3]=1>C(O)C>[Cl:1][C:2]1[CH:7]=[CH:6][C:5]([CH2:8][CH2:9][C:10]([O:12][CH2:13][CH3:14])=[O:11])=[CH:4][N:3]=1. Procedure: A suspension of 0.84 g (1 eq) or Te powder and 0.6 g (2 eq) of NaEH4 in 32 ml of ethanol was heated under nitrogen until it became a homogeneous purple solution. To the above hot solution was added ethyl β-(2-chloropyridin-5-yl)acrylate (1.38 g, 6.5 mmol) and the mixture was refluxed for 4 h. The crude product was purified by flash chromatography (silica gel; hexane/ethyl acetate, 3:1) to afford 1.11 g (84,6%) of ethyl 3-(2-chloropyridin-5-yl)propionate. The reactants are CO, COC(=O)c1cc(S(C)(=O)=O)c(Cl)cc1C, Cl. Product: Cc1cc(Cl)c(S(C)(=O)=O)cc1C(=O)O. RXN SMILES: [CH3:18][OH:19].[CH3:1][c:2]1[c:3]([C:4](=[O:5])[O:6][CH3:7])[cH:8][c:9]([S:13](=[O:14])(=[O:15])[CH3:16])[c:10]([Cl:12])[cH:11]1.[ClH:17]>>[CH3:1][c:2]1[c:3]([C:4](=[O:5])[OH:6])[cH:8][c:9]([S:13](=[O:14])(=[O:15])[CH3:16])[c:10]([Cl:12])[cH:11]1.